The task is: describe an organic reaction: reactants, conditions, products, and yield. This data is from the Open Reaction Database (ORD), a public repository of structured organic reaction records. Reactants: CN1CCN(c2ccc3nc(N)c(C#N)c(Cl)c3c2)CC1, NCc1ccccc1, O. Yields the product CN1CCN(c2ccc3nc(N)c(C#N)c(NCc4ccccc4)c3c2)CC1. Reaction SMILES: [NH2:1][c:2]1[n:3][c:4]2[cH:5][cH:6][c:7]([N:15]3[CH2:16][CH2:17][N:18]([CH3:21])[CH2:19][CH2:20]3)[cH:8][c:9]2[c:10]([Cl:14])[c:11]1[C:12]#[N:13].[NH2:22][CH2:23][c:24]1[cH:25][cH:26][cH:27][cH:28][cH:29]1.[OH2:30]>>[NH2:1][c:2]1[n:3][c:4]2[cH:5][cH:6][c:7]([N:15]3[CH2:16][CH2:17][N:18]([CH3:21])[CH2:19][CH2:20]3)[cH:8][c:9]2[c:10]([NH:22][CH2:23][c:24]2[cH:25][cH:26][cH:27][cH:28][cH:29]2)[c:11]1[C:12]#[N:13]. As a reaction SMILES: [CH:1]1[C:13]2[CH:12]([CH2:14][O:15][C:16]([NH:18][C:19]3[C:20]([CH3:30])=[CH:21][C:22]([CH3:29])=[C:23]([S:25](O)(=[O:27])=[O:26])[CH:24]=3)=[O:17])[C:11]3[C:6](=[CH:7][CH:8]=[CH:9][CH:10]=3)[C:5]=2[CH:4]=[CH:3][CH:2]=1.S(Cl)([Cl:33])=O>CN(C=O)C>[CH:1]1[C:13]2[CH:12]([CH2:14][O:15][C:16](=[O:17])[NH:18][C:19]3[CH:24]=[C:23]([S:25]([Cl:33])(=[O:27])=[O:26])[C:22]([CH3:29])=[CH:21][C:20]=3[CH3:30])[C:11]3[C:6](=[CH:7][CH:8]=[CH:9][CH:10]=3)[C:5]=2[CH:4]=[CH:3][CH:2]=1. Reported procedure: To a solution of 5-{[(9H-fluoren-9-ylmethoxy)carbonyl]amino}-2,4-dimethylbenzenesulfonic acid (5 g, 11.8 mmol) in DMF (5.9 mL) was added thionyl chloride (4.3 mL, 59.0 mmol). The reaction was stirred at room temperature for three hours and then quenched by the addition of water. The colorless precipitate was then collected by filtration and dried in vacuo to afford 9H-fluoren-9-ylmethyl[5-(chlorosulfonyl)-2,4-dimethylphenyl]carbamate as a colorless solid. Yields the product C1=CC=CC=2C3=CC=CC=C3C(C12)COC(NC1=C(C=C(C(=C1)S(=O)(=O)Cl)C)C)=O (9H-fluoren-9-ylmethyl[5-(chlorosulfonyl)-2,4-dimethylphenyl]carbamate). Reaction conditions: time 3 hour. The solvent is CN(C)C=O (DMF). Reactants: C1=CC=CC=2C3=CC=CC=C3C(C12)COC(=O)NC=1C(=CC(=C(C1)S(=O)(=O)O)C)C (5-{[(9H-fluoren-9-ylmethoxy)carbonyl]amino}-2,4-dimethylbenzenesulfonic acid), S(=O)(Cl)Cl (thionyl chloride). Starting materials: ClC1=NC(=C2N=CN(C2=N1)C1CCCC1)Cl (2,6-dichloro-9-cyclopentylpurine), C(CCCCC)N (n-hexylamine). The solvent is C(C)N(CC)CC (triethylamine). The product is ClC1=NC(=C2N=CN(C2=N1)C1CCCC1)NCCCCCC (2-Chloro-6-(hexylamino)-9-cyclopentylpurine). RXN SMILES: [Cl:1][C:2]1[N:10]=[C:9]2[C:5]([N:6]=[CH:7][N:8]2[CH:11]2[CH2:15][CH2:14][CH2:13][CH2:12]2)=[C:4](Cl)[N:3]=1.[CH2:17]([NH2:23])[CH2:18][CH2:19][CH2:20][CH2:21][CH3:22]>C(N(CC)CC)C>[Cl:1][C:2]1[N:10]=[C:9]2[C:5]([N:6]=[CH:7][N:8]2[CH:11]2[CH2:15][CH2:14][CH2:13][CH2:12]2)=[C:4]([NH:23][CH2:17][CH2:18][CH2:19][CH2:20][CH2:21][CH3:22])[N:3]=1. Procedure: 2-Chloro-6-(hexylamino)-9-cyclopentylpurine is prepared from 2,6-dichloro-9-cyclopentylpurine, n-hexylamine, and triethylamine essentially as described above in Example 1, Scheme A, step b. Starting materials: CC1CCC(CC1)=O (4-methyl-cyclohexanone), ClC(C(=O)Cl)Cl (dichloroacetyl chloride), C(O)CN (ethanolamine), N1=CC=CC=C1 (pyridine). The product is ClC(C(=O)N1CCOC12CCC(CC2)C)Cl (N-dichloroacetyl-8-methyl-1-oxa-4-azaspiro[4,5]decane). Reaction SMILES: [CH3:1][CH:2]1[CH2:7][CH2:6][C:5](=[O:8])[CH2:4][CH2:3]1.[CH2:9]([CH2:11][NH2:12])O.N1C=CC=CC=1.[Cl:19][CH:20]([Cl:24])[C:21](Cl)=[O:22]>>[Cl:19][CH:20]([Cl:24])[C:21]([N:12]1[C:5]2([CH2:6][CH2:7][CH:2]([CH3:1])[CH2:3][CH2:4]2)[O:8][CH2:9][CH2:11]1)=[O:22]. Procedure details: From a boiling mixture of 11.2 g. (0.1 moles) of 4-methyl-cyclohexanone and 6.1 g. (0.1 moles) of ethanolamine in 100 ml. of benzene the formed water is continuously distilled off. Boiling is continued until 1.8 ml. of water are separated. The reaction mixture is then cooled and 8 g. (0.1 moles) of pyridine are added followed by dropwise addition of 14.7 g. (0.1 moles) of dichloroacetyl chloride with external salt/ice cooling. Further following the procedure described in Example 2, 20.7 g. (0.07...